Dataset: the Open Reaction Database (ORD), a public repository of structured organic reaction records. Task: describe an organic reaction: reactants, conditions, products, and yield Reactants: CC(C)N=C=O, CN1CCC(C(=O)c2cccc(N)c2)CC1, C1CCOC1. The product is CC(C)NC(=O)Nc1cccc(C(=O)C2CCN(C)CC2)c1. As a reaction SMILES: [CH:17]([CH3:18])([CH3:19])[N:20]=[C:21]=[O:22].[NH2:1][c:2]1[cH:3][c:4]([C:5](=[O:6])[CH:7]2[CH2:8][CH2:9][N:10]([CH3:13])[CH2:11][CH2:12]2)[cH:14][cH:15][cH:16]1.[O:23]1[CH2:24][CH2:25][CH2:26][CH2:27]1>>[NH:1]([c:2]1[cH:3][c:4]([C:5](=[O:6])[CH:7]2[CH2:8][CH2:9][N:10]([CH3:13])[CH2:11][CH2:12]2)[cH:14][cH:15][cH:16]1)[C:21]([NH:20][CH:17]([CH3:18])[CH3:19])=[O:22].